From a dataset of the Open Reaction Database (ORD), a public repository of structured organic reaction records. describe an organic reaction: reactants, conditions, products, and yield Reactants: O=CO, CNC(=O)c1cc(C#Cc2ccc(Cl)cc2)c(C)n(-c2cccc(C(F)(F)F)c2)c1=O. Yields the product CNC(=O)c1cc(C(=O)Cc2ccc(Cl)cc2)c(C)n(-c2cccc(C(F)(F)F)c2)c1=O. RXN SMILES: [CH:32](=[O:33])[OH:34].[Cl:1][c:2]1[cH:3][cH:4][c:5]([C:8]#[C:9][c:10]2[cH:11][c:12]([C:28](=[O:29])[NH:30][CH3:31])[c:13](=[O:27])[n:14](-[c:17]3[cH:18][c:19]([C:23]([F:24])([F:25])[F:26])[cH:20][cH:21][cH:22]3)[c:15]2[CH3:16])[cH:6][cH:7]1>>[Cl:1][c:2]1[cH:3][cH:4][c:5]([CH2:8][C:9]([c:10]2[cH:11][c:12]([C:28](=[O:29])[NH:30][CH3:31])[c:13](=[O:27])[n:14](-[c:17]3[cH:18][c:19]([C:23]([F:24])([F:25])[F:26])[cH:20][cH:21][cH:22]3)[c:15]2[CH3:16])=[O:33])[cH:6][cH:7]1. Starting materials: [Na+].[Cl-] (NaCl), pELAC-MBP-DES, C(C(CO)(CO)N)O (Tris), CC1([C@@H](N2[C@H](S1)[C@@H](C2=O)NC(=O)[C@@H](C=3C=CC=CC3)N)C(=O)O)C (ampicillin), CC(C)S[C@H]1[C@@H]([C@H]([C@H]([C@H](O1)CO)O)O)O (IPTG), N1C=NC=C1 (imidazole). Solvent: OCC(O)CO (glycerol). The product is CC/C(=C(/CC)\C=1C=CC(=CC1)O)/C=2C=CC(=CC2)O (DES). RXN SMILES: CC1(C)S[C@@H]2[C@H](N[C:11]([C@H:13](N)[C:14]3[CH:15]=[CH:16][CH:17]=[CH:18][CH:19]=3)=O)C(=O)N2[C@H]1C(O)=O.CC(S[C@@H:29]1O[C@H:33]([CH2:35]O)[C@H:32](O)[C@H:31]([OH:38])[C@H:30]1O)C.C(O)[C:41](N)([CH2:44]O)[CH2:42][OH:43].[Na+].[Cl-].N1C=CN=[CH:51]1>OCC(CO)O>[CH3:17][CH2:16]/[C:15](/[C:35]1[CH:33]=[CH:32][C:31]([OH:38])=[CH:30][CH:29]=1)=[C:14](\[C:19]1[CH:18]=[CH:51][C:42]([OH:43])=[CH:41][CH:44]=1)/[CH2:13][CH3:11] |f:3.4|. Reported procedure: Cells of E. coli 7Δ harboring pELAC-MBP-DES-HT was grown in LB medium containing 100 μg/mL ampicillin in a test tube at 37° C. up to OD610nm˜2. 2 mL of the resulting culture was inoculated into 100 mL of LB medium supplemented with IPTG (final concentration of 0.1 mmol/L) in a 500 ml Sakaguchi flask at 30° C., for 8 hours. Induced cells were harvested from 1.6 L of cultivation broth, re-suspended in 200-240 mL of HT-II buffer (50 mM Tris-HCL, pH 8.0, 0.3 M NaCl, 10 mM imidazole, 15% glycerol), a... The reactants are CN(C)C=O, C#CCOCc1ccc(CCl)cc1, [H-], [Na+], C1CCOC1, O, Nc1ncccc1-c1cn[nH]c1. Yields the product C#CCOCc1ccc(Cn2cc(-c3cccnc3N)cn2)cc1. RXN SMILES: [CH3:34][N:35]([CH3:36])[CH:37]=[O:38].[Cl:20][CH2:21][c:22]1[cH:23][cH:24][c:25]([CH2:28][O:29][CH2:30][C:31]#[CH:32])[cH:26][cH:27]1.[H-:18].[Na+:19].[O:13]1[CH2:14][CH2:15][CH2:16][CH2:17]1.[OH2:33].[nH:1]1[n:2][cH:3][c:4](-[c:6]2[c:7]([NH2:12])[n:8][cH:9][cH:10][cH:11]2)[cH:5]1>>[n:1]1([CH2:21][c:22]2[cH:23][cH:24][c:25]([CH2:28][O:29][CH2:30][C:31]#[CH:32])[cH:26][cH:27]2)[n:2][cH:3][c:4](-[c:6]2[c:7]([NH2:12])[n:8][cH:9][cH:10][cH:11]2)[cH:5]1. The reactants are FC(C=1N=NNN1)(F)F (5-(trifluoromethyl)-2H-tetrazole), C([O-])([O-])=O.[K+].[K+] (potassium carbonate), BrCC(=O)C=1C=C(N(C1)C1=NC=CC=C1Cl)C(=O)OC (methyl 4-(bromoacetyl)-1-(3-chloropyridin-2-yl)-1H-pyrrole-2-carboxylate). Run in C(C)#N (acetonitrile), C(C)#N (acetonitrile). Conditions: temperature 70 celsius, time 1 hour. Yields the product ClC=1C(=NC=CC1)N1C(=CC(=C1)C(CN1N=C(N=N1)C(F)(F)F)=O)C(=O)OC (methyl 1-(3-chloropyridin-2-yl)-4-{[5-(trifluoromethyl)-2H-tetrazol-2-yl]acetyl}-1H-pyrrole-2-carboxylate). Reaction SMILES: [F:1][C:2]([F:9])([F:8])[C:3]1[N:4]=[N:5][NH:6][N:7]=1.C(=O)([O-])[O-].[K+].[K+].Br[CH2:17][C:18]([C:20]1[CH:21]=[C:22]([C:32]([O:34][CH3:35])=[O:33])[N:23]([C:25]2[C:30]([Cl:31])=[CH:29][CH:28]=[CH:27][N:26]=2)[CH:24]=1)=[O:19]>C(#N)C>[Cl:31][C:30]1[C:25]([N:23]2[CH:24]=[C:20]([C:18](=[O:19])[CH2:17][N:5]3[N:6]=[N:7][C:3]([C:2]([F:9])([F:8])[F:1])=[N:4]3)[CH:21]=[C:22]2[C:32]([O:34][CH3:35])=[O:33])=[N:26][CH:27]=[CH:28][CH:29]=1 |f:1.2.3|. Procedure: 890 mg (1.61 mmol) of 5-(trifluoromethyl)-2H-tetrazole and 297 mg (2.14 mmol) of potassium carbonate were initially charged in 10 ml of acetonitrile and heated at reflux for 15 min. 630 mg (1.07 mmol) of methyl 4-(bromoacetyl)-1-(3-chloropyridin-2-yl)-1H-pyrrole-2-carboxylate, dissolved in 10 ml of acetonitrile, were added, and the reaction mixture was stirred at 70° C. for 1 h. The solvent was distilled off, the residue was taken up in water and the mixture was extracted twice with dichlorometh... Reactants: CCOCC, CO, [K+], C1CCOC1, [OH-], O, OC(CBr)c1ccc2sccc2c1. Yields the product c1cc2cc(C3CO3)ccc2s1. As a reaction SMILES: [CH3:16][CH2:17][O:18][CH2:19][CH3:20].[CH3:21][OH:22].[K+:15].[O:23]1[CH2:24][CH2:25][CH2:26][CH2:27]1.[OH-:14].[OH2:28].[s:1]1[c:2]2[c:3]([cH:4][cH:5]1)[cH:6][c:7]([CH:10]([CH2:11][Br:12])[OH:13])[cH:8][cH:9]2>>[s:1]1[c:2]2[c:3]([cH:4][cH:5]1)[cH:6][c:7]([CH:10]1[CH2:11][O:13]1)[cH:8][cH:9]2. Reactants: CC1(C)OCC(C(=O)Cl)O1, ClCCl, Cl, c1ccncc1, O=C1OC(COc2cnsn2)CN1c1ccc(C2=CCNCC2)c(F)c1. Product: CC1(C)OCC(C(=O)N2CC=C(c3ccc(N4CC(COc5cnsn5)OC4=O)cc3F)CC2)O1. As a reaction SMILES: [CH3:1][C:2]1([CH3:10])[O:3][CH2:4][CH:5]([C:7](=[O:8])[Cl:9])[O:6]1.[Cl:44][CH2:45][Cl:46].[ClH:11].[cH:38]1[cH:39][cH:40][n:41][cH:42][cH:43]1.[s:12]1[n:13][c:14]([O:17][CH2:18][CH:19]2[CH2:20][N:21]([c:25]3[cH:26][c:27]([F:37])[c:28]([C:31]4=[CH:32][CH2:33][NH:34][CH2:35][CH2:36]4)[cH:29][cH:30]3)[C:22](=[O:24])[O:23]2)[cH:15][n:16]1>>[CH3:1][C:2]1([CH3:10])[O:3][CH2:4][CH:5]([C:7](=[O:8])[N:34]2[CH2:33][CH:32]=[C:31]([c:28]3[c:27]([F:37])[cH:26][c:25]([N:21]4[CH2:20][CH:19]([CH2:18][O:17][c:14]5[n:13][s:12][n:16][cH:15]5)[O:23][C:22]4=[O:24])[cH:30][cH:29]3)[CH2:36][CH2:35]2)[O:6]1. The reactants are isomer mixture, C(CCCCC)[C@H]1C(OC(CC1=O)CCCCCCCCCCC)=O (tetrahydro-3-hexyl-4-oxo-(R)-6-undecyl-2H-pyran-2-one). The reagents and catalysts are O=[Pt]=O (PtO2). The solvent is C(C)(=O)OCC (ethyl acetate). Run at time 12 hour. The product is C(CCCCC)[C@@H]1C(O[C@@H](C[C@@H]1O)CCCCCCCCCCC)=O ((3S,4S,6R)-tetrahydro-3-hexyl-4-hydroxy-6-undecyl-2H-pyran-2-one). As a reaction SMILES: [CH2:1]([C@@H:7]1[C:12](=[O:13])[CH2:11][CH:10]([CH2:14][CH2:15][CH2:16][CH2:17][CH2:18][CH2:19][CH2:20][CH2:21][CH2:22][CH2:23][CH3:24])[O:9][C:8]1=[O:25])[CH2:2][CH2:3][CH2:4][CH2:5][CH3:6]>C(OCC)(=O)C.O=[Pt]=O>[CH2:1]([C@H:7]1[C@@H:12]([OH:13])[CH2:11][C@@H:10]([CH2:14][CH2:15][CH2:16][CH2:17][CH2:18][CH2:19][CH2:20][CH2:21][CH2:22][CH2:23][CH3:24])[O:9][C:8]1=[O:25])[CH2:2][CH2:3][CH2:4][CH2:5][CH3:6]. Procedure details: M)c) 8 g of an isomer mixture of tetrahydro-3-hexyl-4-oxo-(R)-6-undecyl-2H-pyran-2-one were dissolved in 2 l of ethyl acetate and 3 g of PtO2 were added. The mixture was then hydrogenated (50 bar) for 12 hours. The catalyst was filtered off and the solution was evaporated. After recrystallization there were obtained 7 g of (3S,4S,6R)-tetrahydro-3-hexyl-4-hydroxy-6-undecyl-2H-pyran-2-one, m.p. 108°-109° C. The reactants are [H-].[Na+] (sodium hydride), N1C=CC2=CC(=CC=C12)C(=O)OC (Methyl indole-5-carboxylate), C(C1=CC=CC=C1)Br (benzyl bromide). Solvent: CN(C=O)C (dimethylformamide). Reaction conditions: time 1 hour. Product: C(C1=CC=CC=C1)N1C=CC2=CC(=CC=C12)C(=O)OC (methyl 1-benzylindole-5-carboxylate). The yield is 98.6%. RXN SMILES: [NH:1]1[C:9]2[C:4](=[CH:5][C:6]([C:10]([O:12][CH3:13])=[O:11])=[CH:7][CH:8]=2)[CH:3]=[CH:2]1.[H-].[Na+].[CH2:16](Br)[C:17]1[CH:22]=[CH:21][CH:20]=[CH:19][CH:18]=1>CN(C)C=O>[CH2:16]([N:1]1[C:9]2[C:4](=[CH:5][C:6]([C:10]([O:12][CH3:13])=[O:11])=[CH:7][CH:8]=2)[CH:3]=[CH:2]1)[C:17]1[CH:22]=[CH:21][CH:20]=[CH:19][CH:18]=1 |f:1.2|. Procedure details: Methyl indole-5-carboxylate (1.40 g) was dissolved in 10 ml of dimethylformamide, followed by addition of 212 mg of sodium hydride (content: 95%) under ice-cooling and stirring for one hour. To the mixture, there was added 1.51 g of benzyl bromide, followed by stirring the mixture for 2 hours, pouring the reaction solution into 140 ml of a 5% ammonium chloride aqueous solution and extraction with ethyl acetate (50 ml×2). The resulting organic phase was washed with water (50 ml×2), dried over anh... Starting materials: C1CNCCN1, CS(=O)(=O)O, CS(C)=O, COn1cc(C(=O)O)c(=O)c2cc3cc(F)c(F)cc3nc21, O. Product: COn1cc(C(=O)O)c(=O)c2cc3cc(F)c(N4CCNCC4)cc3nc21. RXN SMILES: [CH2:29]1[CH2:30][NH:31][CH2:32][CH2:33][NH:34]1.[CH3:24][S:25](=[O:26])(=[O:27])[OH:28].[CH3:35][S:36](=[O:37])[CH3:38].[F:1][c:2]1[cH:3][c:4]2[c:5]([n:6][c:7]3[n:8]([O:18][CH3:19])[cH:9][c:10]([C:15](=[O:16])[OH:17])[c:11](=[O:14])[c:12]3[cH:13]2)[cH:20][c:21]1[F:22].[OH2:23]>>[F:1][c:2]1[cH:3][c:4]2[c:5]([n:6][c:7]3[n:8]([O:18][CH3:19])[cH:9][c:10]([C:15](=[O:16])[OH:17])[c:11](=[O:14])[c:12]3[cH:13]2)[cH:20][c:21]1[N:31]1[CH2:30][CH2:29][NH:34][CH2:33][CH2:32]1.